This data is from the Open Reaction Database (ORD), a public repository of structured organic reaction records. The task is: describe an organic reaction: reactants, conditions, products, and yield Starting materials: C(O)([O-])=O.[Na+] (sodium hydrogencarbonate), COC1=CC(=C(C=C1)N1CCNCC1)C1CC(CC(C1)(C)C)(C)C (1-[4-methoxy-2-(3,3,5,5-tetramethylcyclohexyl)phenyl]piperazine), C(CCC)=O (butyraldehyde), C(C)(=O)O[BH-](OC(C)=O)OC(C)=O.[Na+] (sodium triacetoxyborohydride), C(C)(=O)O (acetic acid). Run in O1CCCC1 (tetrahydrofuran), C(C)(=O)OCC (ethyl acetate). Conditions: time 60 minute. The product is C(CCC)N1CCN(CC1)C1=C(C=C(C=C1)OC)C1CC(CC(C1)(C)C)(C)C (1-butyl-4-[4-methoxy-2-(3,3,5,5-tetramethylcyclohexyl)phenyl]piperazine). Reaction SMILES: [CH3:1][O:2][C:3]1[CH:8]=[CH:7][C:6]([N:9]2[CH2:14][CH2:13][NH:12][CH2:11][CH2:10]2)=[C:5]([CH:15]2[CH2:20][C:19]([CH3:22])([CH3:21])[CH2:18][C:17]([CH3:24])([CH3:23])[CH2:16]2)[CH:4]=1.[CH:25](=O)[CH2:26][CH2:27][CH3:28].C(O[BH-](OC(=O)C)OC(=O)C)(=O)C.[Na+].C(O)(=O)C.C(=O)([O-])O.[Na+]>O1CCCC1.C(OCC)(=O)C>[CH2:25]([N:12]1[CH2:13][CH2:14][N:9]([C:6]2[CH:7]=[CH:8][C:3]([O:2][CH3:1])=[CH:4][C:5]=2[CH:15]2[CH2:20][C:19]([CH3:22])([CH3:21])[CH2:18][C:17]([CH3:24])([CH3:23])[CH2:16]2)[CH2:10][CH2:11]1)[CH2:26][CH2:27][CH3:28] |f:2.3,5.6|. Procedure details: To a solution of 1-[4-methoxy-2-(3,3,5,5-tetramethylcyclohexyl)phenyl]piperazine (10 mg, 0.030 mmol) produced in Example (85c) in tetrahydrofuran (1 mL) were added butyraldehyde (3.3 mg, 0.045 mmol), sodium triacetoxyborohydride (13 mg, 0.061 mmol) and acetic acid (1.8 mg, 0.030 mmol) in that order, followed by stirring for 60 minutes at room temperature. Saturated aqueous solution of sodium hydrogencarbonate was added to the reaction mixture, extraction was performed with ethyl acetate, and the... Starting materials: rac-3-hexyl -4-(2-hydroxy-tridecyl)-2-oxetanone(2R,3S,4S:2S,3R,4R), C(CCCCC)[C@@H]1C(O[C@H]1C[C@@H](CCCCCCCCCCC)O)=O ((3S,4S)-3-hexyl-4-[(R)-2-hydroxytridecyl]-2-oxetanone), C1(=CC=CC=C1)P(C1=CC=CC=C1)C1=CC=CC=C1 (triphenylphosphine), C(=O)N[C@@H](CC(C)C)C(=O)O (N-formyl-L-leucine), N(=NC(=O)OCC)C(=O)OCC (diethyl azodicarboxylate). Run in C1CCOC1 (THF). Reaction conditions: time 8 hour. Product: 20, C(CCCCC)[C@H]1[C@@H](OC1=O)C[C@H](CCCCCCCCCCC)OC([C@@H](NC=O)CC(C)C)=O (N-formyl-L-leucine (S)-1-[[(2S,3S)-3-hexyl-4-oxo-2-oxetanyl]methyl]dodecyl ester). The yield is 26.5%. RXN SMILES: [CH2:1]([C@H:7]1[C@H:10]([CH2:11][C@H:12]([OH:24])[CH2:13][CH2:14][CH2:15][CH2:16][CH2:17][CH2:18][CH2:19][CH2:20][CH2:21][CH2:22][CH3:23])[O:9][C:8]1=[O:25])[CH2:2][CH2:3][CH2:4][CH2:5][CH3:6].C1(P(C2C=CC=CC=2)C2C=CC=CC=2)C=CC=CC=1.[CH:45]([NH:47][C@H:48]([C:53](O)=[O:54])[CH2:49][CH:50]([CH3:52])[CH3:51])=[O:46].N(C(OCC)=O)=NC(OCC)=O>C1COCC1>[CH2:1]([C@@H:7]1[C:8](=[O:25])[O:9][C@H:10]1[CH2:11][C@@H:12]([O:24][C:53](=[O:54])[C@H:48]([CH2:49][CH:50]([CH3:52])[CH3:51])[NH:47][CH:45]=[O:46])[CH2:13][CH2:14][CH2:15][CH2:16][CH2:17][CH2:18][CH2:19][CH2:20][CH2:21][CH2:22][CH3:23])[CH2:2][CH2:3][CH2:4][CH2:5][CH3:6]. Procedure: To a solution of 100 mg of rac-3-hexyl -4-(2-hydroxy-tridecyl)-2-oxetanone(2R,3S,4S:2S,3R,4R) or of 100 mg of (3S,4S)-3-hexyl-4-[(R)-2-hydroxytridecyl]-2-oxetanone, 74 mg of triphenylphosphine and 45 mg of N-formyl-L-leucine in 2 ml of THF are added dropwise while stirring 44.3 μl of diethyl azodicarboxylate. After stirring overnight the organic phase is evaporated in vacuo and the residue is purified by chromatography on silica gel with toluene-ethyl acetate (9:1). There are obtained 20 or 37 m... Reactants: ClC1=CN=CC(=N1)C(=O)NC1=NN=NN1 (6-chloro-N-(1H-5-tetrazolyl)pyrazine-2-carboxamide), CC1CCNCC1 (4-methylpiperidine). Solvent: C1=CC=CC=C1 (benzene). Product: CC1CCN(CC1)C1=CN=CC(=N1)C(=O)NC1=NN=NN1 (6-(4-Methyl-1-piperidinyl)-N-(1H-5-tetrazolyl)pyrazine-2-carboxamide). RXN SMILES: Cl[C:2]1[N:7]=[C:6]([C:8]([NH:10][C:11]2[NH:15][N:14]=[N:13][N:12]=2)=[O:9])[CH:5]=[N:4][CH:3]=1.[CH3:16][CH:17]1[CH2:22][CH2:21][NH:20][CH2:19][CH2:18]1>C1C=CC=CC=1>[CH3:16][CH:17]1[CH2:22][CH2:21][N:20]([C:2]2[N:7]=[C:6]([C:8]([NH:10][C:11]3[NH:15][N:14]=[N:13][N:12]=3)=[O:9])[CH:5]=[N:4][CH:3]=2)[CH2:19][CH2:18]1. Reported procedure: To a suspension of 1.13 g of 6-chloro-N-(1H-5-tetrazolyl)pyrazine-2-carboxamide in 20 ml of benzene, 2.96 ml of 4-methylpiperidine was added, and the mixture was refluxed for 5 hours. The reaction mixture was evaporated, ethanol was added to the residue, and then the ethanol solution was adjusted with ethanolic hydrogen chloride to pH 3. The precipitate was collected by filtration, and recrystalized from a mixture of dimethylsulfoxide and methanol affording 1.02 g of the desired compound as yell... Product: O=C1Nc2ccc(C(=O)O)cc2C1=Cc1cc2cc(CCCN3CCCC3)ccc2[nH]1. As a reaction SMILES: [C:1](=[O:2])([OH:3])[c:4]1[cH:5][c:6]2[c:10]([cH:11][cH:12]1)[NH:9][C:8](=[O:13])[CH2:7]2.[CH2:33]1[CH2:34][CH2:35][NH:36][CH2:37][CH2:38]1.[CH3:39][CH2:40][OH:41].[N:14]1([CH2:19][CH2:20][CH2:21][c:22]2[cH:23][c:24]3[cH:25][c:26]([CH:31]=[O:32])[nH:27][c:28]3[cH:29][cH:30]2)[CH2:15][CH2:16][CH2:17][CH2:18]1>>[C:1](=[O:2])([OH:3])[c:4]1[cH:5][c:6]2[c:10]([cH:11][cH:12]1)[NH:9][C:8](=[O:13])[C:7]2=[CH:31][c:26]1[cH:25][c:24]2[cH:23][c:22]([CH2:21][CH2:20][CH2:19][N:14]3[CH2:15][CH2:16][CH2:17][CH2:18]3)[cH:30][cH:29][c:28]2[nH:27]1. The reactants are O=C1Cc2cc(C(=O)O)ccc2N1, C1CCNCC1, CCO, O=Cc1cc2cc(CCCN3CCCC3)ccc2[nH]1. The reactants are C([O-])([O-])=O.[Na+].[Na+] (sodium carbonate), C(C)(C)S(=O)(=O)N1C(=NC2=C1C=C(C=C2)B(O)O)N (1-isopropylsulfonyl-2-amino-benzimidazole-6-boronic acid), COC1=CC=C(CN2C(=NC(=C2I)C2=CC=CC=C2)CO[Si](C)(C)C(C)(C)C)C=C1 (1-(4-methoxybenzyl)-2-tert-butyldimethylsilyloxymethyl-4-(phenyl)-5-iodoimidazole). The reagents and catalysts are Cl[Pd]([P](C1=CC=CC=C1)(C2=CC=CC=C2)C3=CC=CC=C3)([P](C4=CC=CC=C4)(C5=CC=CC=C5)C6=CC=CC=C6)Cl (PdCl2(PPh3)2). Solvent: CCOC(=O)C (EtOAc), C(C)O (ethanol), O (H2O), C1(=CC=CC=C1)C (toluene), Cl (HCl). Conditions: temperature 100 celsius, time 5 minute. The product is C(C)(C)S(=O)(=O)N1C(=NC2=C1C=C(C=C2)C2=C(N=C(N2CC2=CC=C(C=C2)OC)CO)C2=CC=CC=C2)N (1-isopropylsulfonyl-2-amino-6-(1-(4-methoxybenzyl)-2-(hydroxymethyl)-4-(phenyl)-imidazol-5-yl)-benzimidazole). The yield is 36.0%. RXN SMILES: [CH3:1][O:2][C:3]1[CH:30]=[CH:29][C:6]([CH2:7][N:8]2[C:12](I)=[C:11]([C:14]3[CH:19]=[CH:18][CH:17]=[CH:16][CH:15]=3)[N:10]=[C:9]2[CH2:20][O:21][Si](C(C)(C)C)(C)C)=[CH:5][CH:4]=1.[CH:31]([S:34]([N:37]1[C:41]2[CH:42]=[C:43](B(O)O)[CH:44]=[CH:45][C:40]=2[N:39]=[C:38]1[NH2:49])(=[O:36])=[O:35])([CH3:33])[CH3:32].C(=O)([O-])[O-].[Na+].[Na+]>C1(C)C=CC=CC=1.C(O)C.Cl.O.CCOC(C)=O.Cl[Pd](Cl)([P](C1C=CC=CC=1)(C1C=CC=CC=1)C1C=CC=CC=1)[P](C1C=CC=CC=1)(C1C=CC=CC=1)C1C=CC=CC=1>[CH:31]([S:34]([N:37]1[C:41]2[CH:42]=[C:43]([C:12]3[N:8]([CH2:7][C:6]4[CH:5]=[CH:4][C:3]([O:2][CH3:1])=[CH:30][CH:29]=4)[C:9]([CH2:20][OH:21])=[N:10][C:11]=3[C:14]3[CH:19]=[CH:18][CH:17]=[CH:16][CH:15]=3)[CH:44]=[CH:45][C:40]=2[N:39]=[C:38]1[NH2:49])(=[O:35])=[O:36])([CH3:33])[CH3:32] |f:2.3.4,^1:76,95|. Procedure: To a solution of 1-(4-methoxybenzyl)-2-tert-butyldimethylsilyloxymethyl-4-(phenyl)-5-iodoimidazole (50 mg, 0.0935 mmol) in dry toluene (0.8 mL) previously bubbled with a stream of nitrogen, add PdCl2(PPh3)2 (4.5 mg, 0.00641 mmol) in one portion. After 5 minutes, add a suspension of 1-isopropylsulfonyl-2-amino-benzimidazole-6-boronic acid (40 mg, 0.141 mmol) in ethanol (0.8 mL) previously bubbled with a stream of nitrogen, followed by sodium carbonate (2M in water, 0.32 mL, 0.640 mmol). Stir the ... The reactants are C(#N)C1=C(C=C(C(=O)OC)C=C1)O (Methyl 4-Cyano-3-hydroxybenzoate), [Li+].[BH4-] (LiBH4). The solvent is C1CCOC1 (THF). Yields the product OC1=C(C#N)C=CC(=C1)CO (2-Hydroxy-4-hydroxymethylbenzonitrile). Reaction SMILES: [C:1]([C:3]1[CH:12]=[CH:11][C:6]([C:7](OC)=[O:8])=[CH:5][C:4]=1[OH:13])#[N:2].[Li+].[BH4-]>C1COCC1>[OH:13][C:4]1[CH:5]=[C:6]([CH2:7][OH:8])[CH:11]=[CH:12][C:3]=1[C:1]#[N:2] |f:1.2|. Reported procedure: Methyl 4-cyano-3-hydroxybenzoate (as described in Example 4, Step C) (0.50 g, 2.82 mmol) was dissolved in dry THF (30 mL), treated with LiBH4 (2.0M solution in THF) (5.64 mL, 11.28 mmol) and heated at reflux overnight. The reaction mixture was concentrated, then partitioned between EtOAc (50 mL) and 1N HCl (50 mL), the aqueous layer extracted with additional EtOAc (2×50 mL), the organic layers combined, washed with brine, and dried (MgSO4). Filtration and concentration to dryness gave the title ... The reactants are O=[N+]([O-])[O-].[O-][N+]([O-])=O.[O-][N+]([O-])=O.[O-][N+]([O-])=O.[O-][N+]([O-])=O.[O-][N+]([O-])=O.[Ce+4].[NH4+].[NH4+] (CAN), COC1=C(C(=C(C2=C1CCC(CC2)CCN2C(C=CC1=CC=CC=C21)=O)OC)OC)OC (1-[2-(1,2,3,4-tetramethoxy-6,7,8,9-tetrahydro-5H-benzo[a]cyclohepten-7-yl)ethyl]-1,2-dihydro-2-quinolinone), N1=C(C=CC=C1C(=O)O)C(=O)O (pyridine-2,6-dicarboxylic acid), C1CCOC1 (THF). Solvent: O (water), O (water), O (water). Reaction conditions: time 15 minute. The product is COC1=C(C(C2=C(CCC(CC2)CCN2C(C=CC3=CC=CC=C23)=O)C1=O)=O)OC (2,3-Dimethoxy-7-[2-(2-oxo-1,2-dihydro-1-quinolyl)ethyl]-4,5,6,7,8,9-hexahydro-1H-benzo[a]cycloheptene-1,4-dione). Isolated yield 54.4%. As a reaction SMILES: C[O:2][C:3]1[C:8]2[CH2:9][CH2:10][CH:11]([CH2:14][CH2:15][N:16]3[C:25]4[C:20](=[CH:21][CH:22]=[CH:23][CH:24]=4)[CH:19]=[CH:18][C:17]3=[O:26])[CH2:12][CH2:13][C:7]=2[C:6]([O:27]C)=[C:5]([O:29][CH3:30])[C:4]=1[O:31][CH3:32].N1C(C(O)=O)=CC=CC=1C(O)=O.C1COCC1.O=[N+]([O-])[O-].[O-][N+](=O)[O-].[O-][N+](=O)[O-].[O-][N+](=O)[O-].[O-][N+](=O)[O-].[O-][N+](=O)[O-].[Ce+4].[NH4+].[NH4+]>O>[CH3:32][O:31][C:4]1[C:3](=[O:2])[C:8]2[CH2:9][CH2:10][CH:11]([CH2:14][CH2:15][N:16]3[C:25]4[C:20](=[CH:21][CH:22]=[CH:23][CH:24]=4)[CH:19]=[CH:18][C:17]3=[O:26])[CH2:12][CH2:13][C:7]=2[C:6](=[O:27])[C:5]=1[O:29][CH3:30] |f:3.4.5.6.7.8.9.10.11|. Procedure details: To a mixture of 1-[2-(1,2,3,4-tetramethoxy-6,7,8,9-tetrahydro-5H-benzo[a]cyclohepten-7-yl)ethyl]-1,2-dihydro-2-quinolinone (612 mg), pyridine-2,6-dicarboxylic acid (702 mg), THF (12 ml), and, water (6 ml) was added an water (6 ml) solution of CAN (3.07 g) with cooling with ice. After being stirred for 15 min, the reaction mixture was diluted with water and extracted with ethyl acetate. The organic layer was washed with water and saturated aqueous sodium chloride and dried. The solvent was remove...